Dataset: the Open Reaction Database (ORD), a public repository of structured organic reaction records. Task: describe an organic reaction: reactants, conditions, products, and yield The reactants are C(C)(C)(C)OC(=O)N[C@H](CNCCN[C@@H]1CC[C@H](CC1)CC(=O)N[C@@H]1B(OC2=C(C1)C=CC=C2C(=O)O)O)C ((R)-3-(2-(trans-4-(2-((S)-2-(tert-butoxycarbonylamino)propylamino)ethylamino)cyclohexyl)acetamido)-2-hydroxy-3,4-dihydro-2H-benzo[e][1,2]oxaborinine-8-carboxylic acid), Cl (HCl). Product: N[C@H](CNCCN[C@@H]1CC[C@H](CC1)CC(=O)N[C@@H]1B(OC2=C(C1)C=CC=C2C(=O)O)O)C ((R)-3-(2-(trans-4-(2-((S)-2-aminopropylamino)ethylamino)cyclohexyl)acetamido)-2-hydroxy-3,4-dihydro-2H-benzo[e][1,2]oxaborinine-8-carboxylic acid). As a reaction SMILES: C(OC([NH:8][C@@H:9]([CH3:39])[CH2:10][NH:11][CH2:12][CH2:13][NH:14][C@H:15]1[CH2:20][CH2:19][C@H:18]([CH2:21][C:22]([NH:24][C@H:25]2[CH2:30][C:29]3[CH:31]=[CH:32][CH:33]=[C:34]([C:35]([OH:37])=[O:36])[C:28]=3[O:27][B:26]2[OH:38])=[O:23])[CH2:17][CH2:16]1)=O)(C)(C)C.Cl>>[NH2:8][C@@H:9]([CH3:39])[CH2:10][NH:11][CH2:12][CH2:13][NH:14][C@H:15]1[CH2:20][CH2:19][C@H:18]([CH2:21][C:22]([NH:24][C@H:25]2[CH2:30][C:29]3[CH:31]=[CH:32][CH:33]=[C:34]([C:35]([OH:37])=[O:36])[C:28]=3[O:27][B:26]2[OH:38])=[O:23])[CH2:17][CH2:16]1. Reported procedure: To the compound from step 1 was added 3N HCl (2 ml) and the resultant reaction mixture was heated at reflux for 1 hr. The solvents were then removed in vacuo and the residue purified by reverse phase preparative HPLC and dried using lyophilization. ESI-MS m/z 447 (MH)+. Reactants: CCOC(=O)CC(COc1ccc(N2CCN(c3ccncc3)CC2)cc1)Cc1ccccc1, CCOC(=O)CC(Br)CCc1ccccc1. RXN SMILES: [CH2:17]([c:18]1[cH:19][cH:20][cH:21][cH:22][cH:23]1)[CH:24]([CH2:25][C:26](=[O:27])[O:28][CH2:29][CH3:30])[CH2:31][O:32][c:33]1[cH:34][cH:35][c:36]([N:39]2[CH2:40][CH2:41][N:42]([c:45]3[cH:46][cH:47][n:48][cH:49][cH:50]3)[CH2:43][CH2:44]2)[cH:37][cH:38]1.[CH2:1]([CH2:2][CH:3]([Br:4])[CH2:5][C:6]([O:7][CH2:8][CH3:9])=[O:10])[c:11]1[cH:12][cH:13][cH:14][cH:15][cH:16]1>>[CH2:17]([c:18]1[cH:19][cH:20][cH:21][cH:22][cH:23]1)[CH:24]([CH2:25][C:26](=[O:27])[OH:28])[CH2:31][O:32][c:33]1[cH:34][cH:35][c:36]([N:39]2[CH2:40][CH2:41][N:42]([c:45]3[cH:46][cH:47][n:48][cH:49][cH:50]3)[CH2:43][CH2:44]2)[cH:37][cH:38]1. Yields the product O=C(O)CC(COc1ccc(N2CCN(c3ccncc3)CC2)cc1)Cc1ccccc1. Reaction conditions: temperature 200 celsius. Reactants: [OH-].[Na+] (NaOH), [H-].[Al+3].[Li+].[H-].[H-].[H-] (lithium aluminum hydride), O1CCCC1 (tetrahydrofuran), ClC=1C=C2C3=C(CN([C@H](CN3C=N2)C)CC=C(C)C)C1 ((+)-(S)-9-chloro-4,5,6,7-tetrahydro-5-methyl-6-(3-methyl-2-butenyl)imidazo[4,5,1-jk][1,4]benzodiazepine), O1CCCC1 (tetrahydrofuran). Reaction SMILES: [H-].[Al+3].[Li+].[H-].[H-].[H-].O1[CH2:11][CH2:10][CH2:9][CH2:8]1.[Cl:12][C:13]1[CH:14]=[C:15]2[N:24]=[CH:23][N:22]3[C:16]2=[C:17]([CH:31]=1)[CH2:18][N:19]([CH2:26][CH:27]=[C:28](C)C)[C@@H:20](C)[CH2:21]3.[OH-:32].[Na+]>O>[ClH:12].[C:17]1([CH2:18][N:19]2[CH2:26][C:27]3[CH:28]=[CH:11][CH:10]=[C:9]4[NH:24][C:23](=[O:32])[N:22]([C:8]=34)[CH2:21][CH2:20]2)[CH:16]=[CH:15][CH:14]=[CH:13][CH:31]=1 |f:0.1.2.3.4.5,8.9,11.12|. Procedure details: To a mixture of 6.84 parts of lithium aluminum hydride and 90 parts of tetrahydrofuran there was added a solution of 9 parts of intermediate 2 in 90 parts of tetrahydrofuran. After stirring for 2½ hour, there were added successively water and NaOH 15% while cooling on ice. The whole was filtered and the filtrate was evaporated. The residue was taken up in methylbenzene and this solution was dried, filtered and evaporated. The residue was heated at 200° C. for 10 min with 2 parts of urea. At 100°... Solvent: O (water). Product: Cl.C1(=CC=CC=C1)CN1CCN2C3=C(C1)C=CC=C3NC2=O (6-(phenylmethyl)-4,5,6,7-tetrahydroimidazo[4,5,1-jk][1,4]benzodiazepin-2(1H)-one monohydrochloride). Reactants: C([O-])([O-])=O.[K+].[K+] (Potassium carbonate), FC1=C(C=C(C=C1)CC)B(O)O (2-fluoro-5-ethylphenylboronic acid), BrC=1C=NC(=NC1)N1C=C(C2=CC=C(C=C12)C(=O)OC)CO (Methyl 1-(5-bromopyrimidin-2-yl)-3-(hydroxymethyl)-1H-indole-6-carboxylate), O (water). The solvent is CC(C)(CC)O (2-methyl-2-butanol). Run at temperature 100 celsius, time 4 hour. Yields the product C(C)C=1C=CC(=C(C1)C=1C=NC(=NC1)N1C=C(C2=CC=C(C=C12)C(=O)OC)CO)F (Methyl 1-(5-(5-ethyl-2-fluorophenyl)pyrimidin-2-yl)-3-(hydroxymethyl)-1H-indole-6-carboxylate). Reaction SMILES: C(=O)([O-])[O-].[K+].[K+].[F:7][C:8]1[CH:13]=[CH:12][C:11]([CH2:14][CH3:15])=[CH:10][C:9]=1B(O)O.Br[C:20]1[CH:21]=[N:22][C:23]([N:26]2[C:34]3[C:29](=[CH:30][CH:31]=[C:32]([C:35]([O:37][CH3:38])=[O:36])[CH:33]=3)[C:28]([CH2:39][OH:40])=[CH:27]2)=[N:24][CH:25]=1.O>CC(O)(CC)C>[CH2:14]([C:11]1[CH:12]=[CH:13][C:8]([F:7])=[C:9]([C:20]2[CH:25]=[N:24][C:23]([N:26]3[C:34]4[C:29](=[CH:30][CH:31]=[C:32]([C:35]([O:37][CH3:38])=[O:36])[CH:33]=4)[C:28]([CH2:39][OH:40])=[CH:27]3)=[N:22][CH:21]=2)[CH:10]=1)[CH3:15] |f:0.1.2|. Reported procedure: Potassium carbonate (0.915 g, 6.62 mmol) and 2-fluoro-5-ethylphenylboronic acid (0.742 g, 4.14 mmol) were added at room temperature to a solution 331a) (0.8 g, 2.2 mmol) in 2-methyl-2-butanol 1/water (44 mL, 10:1). The reaction apparatus was set under an argon atmosphere and (Ataphos)2PdCl2 (0.156 g, 0.22 mmol) was introduced. The reaction mixture was stirred at 100° C. for 4 h, cooled to room temperature and filtered through a pad of celite. The filtrate was concentrated and the remnant purifie...